This data is from the Open Reaction Database (ORD), a public repository of structured organic reaction records. The task is: describe an organic reaction: reactants, conditions, products, and yield Starting materials: O=C1C=C(S(=O)(=O)[O-])c2ccccc2C1=O, CCCCN(CCCC)c1cccc(O)c1, CN(C)C=O, [Na+], Cl[Ni]Cl, O. Yields the product CCCCN(CCCC)c1ccc(C2=CC(=O)C(=O)c3ccccc32)c(O)c1. As a reaction SMILES: [C:1]1(=[O:16])[C:2](=[O:15])[CH:3]=[C:4]([S:11]([O-:12])(=[O:13])=[O:14])[c:5]2[cH:6][cH:7][cH:8][cH:9][c:10]21.[CH2:18]([CH2:19][CH2:20][CH3:21])[N:22]([c:23]1[cH:24][c:25]([OH:29])[cH:26][cH:27][cH:28]1)[CH2:30][CH2:31][CH2:32][CH3:33].[CH3:35][N:36]([CH3:37])[CH:38]=[O:39].[Na+:17].[Ni:40]([Cl:41])[Cl:42].[OH2:34]>>[C:1]1(=[O:16])[C:2](=[O:15])[CH:3]=[C:4]([c:26]2[c:25]([OH:29])[cH:24][c:23]([N:22]([CH2:18][CH2:19][CH2:20][CH3:21])[CH2:30][CH2:31][CH2:32][CH3:33])[cH:28][cH:27]2)[c:5]2[cH:6][cH:7][cH:8][cH:9][c:10]21. Starting materials: C(=O)([O-])[O-].[Cs+].[Cs+] (Cs2CO3), C(C1=CC=CC=C1)(C1=CC=CC=C1)N1CC(C1)OS(=O)(=O)C (methanesulfonic acid 1-benzhydryl-azetidin-3-yl ester), COC(=O)C1=CC2=C(CC(O2)(C)C)C(=C1)O (4-hydroxy-2,2-dimethyl-2,3-dihydrobenzofuran-6-carboxylic acid methyl ester). Solvent: CN(C)C=O (DMF). Conditions: temperature 100 celsius. Yields the product COC(=O)C1=CC2=C(CC(O2)(C)C)C(=C1)OC1CN(C1)C(C1=CC=CC=C1)C1=CC=CC=C1 (4-(1-Benzhydryl-azetidin-3-yloxy)-2,2-dimethyl-2,3-dihydro-benzofuran-6-carboxylic acid methyl ester). The yield is 84.0%. Reaction SMILES: C([O-])([O-])=O.[Cs+].[Cs+].[CH:7]([N:20]1[CH2:23][CH:22]([O:24]S(C)(=O)=O)[CH2:21]1)([C:14]1[CH:19]=[CH:18][CH:17]=[CH:16][CH:15]=1)[C:8]1[CH:13]=[CH:12][CH:11]=[CH:10][CH:9]=1.[CH3:29][O:30][C:31]([C:33]1[CH:43]=[C:42](O)[C:36]2[CH2:37][C:38]([CH3:41])([CH3:40])[O:39][C:35]=2[CH:34]=1)=[O:32]>CN(C=O)C>[CH3:29][O:30][C:31]([C:33]1[CH:43]=[C:42]([O:24][CH:22]2[CH2:23][N:20]([CH:7]([C:14]3[CH:19]=[CH:18][CH:17]=[CH:16][CH:15]=3)[C:8]3[CH:13]=[CH:12][CH:11]=[CH:10][CH:9]=3)[CH2:21]2)[C:36]2[CH2:37][C:38]([CH3:41])([CH3:40])[O:39][C:35]=2[CH:34]=1)=[O:32] |f:0.1.2|. Procedure: Cs2CO3 (1.16 g, 4.95 mmol) was added to a solution of methanesulfonic acid 1-benzhydryl-azetidin-3-yl ester (193a) (756 mg, 2.38 mmol) and 4-hydroxy-2,2-dimethyl-2,3-dihydro-benzofuran-6-carboxylic acid methyl ester (3e) (440 mg, 1.98 mmol) in DMF (6 mL). The mixture was heated to 100° C. for 4 hr, quenched with H2O (100 mL) and extracted with EtOAc (100 mL). The organic layer was washed with H2O, dried over MgSO4 and concentrated. The residue was purified by flash column chromatograph eluting w... The reactants are C(=O)(O)CCC(C#N)(C1=NCCC2=CC(=C(C=C12)OC)OC)S (α-(2-carboxyethyl)-mercapto-6,7-dimethoxy-3,4-dihydro-isoquinolyl-acetonitrile). The solvent is C(C(C)C)O (isobutanol). The product is CC(CC)OC(=O)CCC(C#N)(C1=NCCC2=CC(=C(C=C12)OC)OC)S (α-[2-(2-butoxycarbonyl)-ethyl]-mercapto-6,7-dimethoxy-3,4-dihydro-1-isoquinolyl-acetonitrile). As a reaction SMILES: [C:1]([CH2:4][CH2:5][C:6]([SH:23])([C:9]1[C:18]2[C:13](=[CH:14][C:15]([O:21][CH3:22])=[C:16]([O:19][CH3:20])[CH:17]=2)[CH2:12][CH2:11][N:10]=1)[C:7]#[N:8])([OH:3])=[O:2]>C(O)C(C)C>[CH3:1][CH:4]([O:2][C:1]([CH2:4][CH2:5][C:6]([SH:23])([C:9]1[C:18]2[C:13](=[CH:14][C:15]([O:21][CH3:22])=[C:16]([O:19][CH3:20])[CH:17]=2)[CH2:12][CH2:11][N:10]=1)[C:7]#[N:8])=[O:3])[CH2:5][CH3:6]. Procedure: Following the procedure described in Example 19 but starting from 1.67 g. of α-(2-carboxyethyl)-mercapto-6,7-dimethoxy-3,4-dihydro-isoquinolyl-acetonitrile and 5 ml. of isobutanol 1.4 g. of α-[2-(2-butoxycarbonyl)-ethyl]-mercapto-6,7-dimethoxy-3,4-dihydro-1-isoquinolyl-acetonitrile are obtained, melting at 120° C. after recrystallization from absolute ethanol. Starting materials: CNC(C)Cc1ccccn1, COc1cc2ncnc(Cl)c2cc1OC. The product is COc1cc2ncnc(N(C)C(C)Cc3ccccn3)c2cc1OC. RXN SMILES: [CH3:16][NH:17][CH:18]([CH2:19][c:20]1[n:21][cH:22][cH:23][cH:24][cH:25]1)[CH3:26].[CH3:1][O:2][c:3]1[cH:4][c:5]2[c:6]([Cl:15])[n:7][cH:8][n:9][c:10]2[cH:11][c:12]1[O:13][CH3:14]>>[CH3:1][O:2][c:3]1[cH:4][c:5]2[c:6]([N:17]([CH3:16])[CH:18]([CH2:19][c:20]3[n:21][cH:22][cH:23][cH:24][cH:25]3)[CH3:26])[n:7][cH:8][n:9][c:10]2[cH:11][c:12]1[O:13][CH3:14]. Reaction conditions: time 45 minute. Run in C(Cl)Cl.C(=O)(C(F)(F)F)O (DCM TFA). The reactants are C1(=CC=CC=C1)C1CN(CCN1C(=O)N1CC=2N=C(N=CC2CC1)NC1CCOCC1)C(=O)OC(C)(C)C (tert-Butyl 3-phenyl-4-(2-(tetrahydro-2H-pyran-4-ylamino)-5,6,7,8-tetrahydropyrido[3,4-d]pyrimidine-7-carbonyl)piperazine-1-carboxylate). Reaction SMILES: [C:1]1([CH:7]2[N:12]([C:13]([N:15]3[CH2:24][CH2:23][C:22]4[CH:21]=[N:20][C:19]([NH:25][CH:26]5[CH2:31][CH2:30][O:29][CH2:28][CH2:27]5)=[N:18][C:17]=4[CH2:16]3)=[O:14])[CH2:11][CH2:10][N:9](C(OC(C)(C)C)=O)[CH2:8]2)[CH:6]=[CH:5][CH:4]=[CH:3][CH:2]=1>C(Cl)Cl.C(O)(C(F)(F)F)=O>[C:1]1([CH:7]2[CH2:8][NH:9][CH2:10][CH2:11][N:12]2[C:13]([N:15]2[CH2:24][CH2:23][C:22]3[CH:21]=[N:20][C:19]([NH:25][CH:26]4[CH2:31][CH2:30][O:29][CH2:28][CH2:27]4)=[N:18][C:17]=3[CH2:16]2)=[O:14])[CH:6]=[CH:5][CH:4]=[CH:3][CH:2]=1 |f:1.2|. Product: C1(=CC=CC=C1)C1N(CCNC1)C(=O)N1CC=2N=C(N=CC2CC1)NC1CCOCC1 ((2-phenylpiperazin-1-yl)(2-(tetrahydro-2H-pyran-4-ylamino)-5,6-dihydropyrido[3,4-d]pyrimidin-7(8H)-yl)methanone). Procedure: tert-Butyl 3-phenyl-4-(2-(tetrahydro-2H-pyran-4-ylamino)-5,6,7,8-tetrahydropyrido[3,4-d]pyrimidine-7-carbonyl)piperazine-1-carboxylate (0.0446 g, 0.0853 mmol) was dissolved in 3:1 DCM/TFA at 0° C. and then stirred for 45 minutes at room temperature. The solution was concentrated, 0.1 mL of 7N NH3/MeOH was added and the solution was concentrated. DCM was added and the solids were removed by filtration. The mother liquor was concentrated to provide (2-phenylpiperazin-1-yl)(2-(tetrahydro-2H-pyran-4... Starting materials: OCC12CCCC2C1 (1-(hydroxymethyl)-bicyclo[3.1.0]hexane), 2-bicyclo[3.1.0]hex-1-yl, C(C)N (ethylamine). Yields the product C12(CCCC2C1)CCN (2-(Bicyclo[3.1.0]hex-1-yl)ethylamine). As a reaction SMILES: O[CH2:2][C:3]12[CH2:8][CH:7]1[CH2:6][CH2:5][CH2:4]2.[CH2:9]([NH2:11])C>>[C:3]12([CH2:2][CH2:9][NH2:11])[CH2:8][CH:7]1[CH2:6][CH2:5][CH2:4]2. Procedure: In this preparation 1-(hydroxymethyl)-bicyclo[3.1.0]hexane is treated in the same manner as described in paragraphs b.-d. of Preparation A affording 2-bicyclo[3.1.0]hex-1-yl)ethylamine. Starting materials: solution, C(CCC)[Li] (n-butyllithium), hexanes, CN(C)CCN(C)CCN(C)C (N,N,N′,N′,N″-pentamethyldiethylenetriamine), FC=1C=C(C=CC1)C (3-fluorotoluene), CN(C=O)C (N,N-dimethylformamide). Run in O1CCCC1 (tetrahydrofuran). Conditions: time 2 hour. The product is FC1=C(C=O)C=CC(=C1)C (2-fluoro-4-methylbenzaldehyde). Isolated yield 22.6%. Reaction SMILES: [F:1][C:2]1[CH:3]=[C:4]([CH3:8])[CH:5]=[CH:6][CH:7]=1.C([Li])CCC.CN(CCN(CCN(C)C)C)C.CN(C)[CH:28]=[O:29]>O1CCCC1>[F:1][C:2]1[CH:3]=[C:4]([CH3:8])[CH:5]=[CH:6][C:7]=1[CH:28]=[O:29]. Procedure details: The solution of 3-fluorotoluene (2.91 g, 0.0266 mol) in anhydrous tetrahydrofuran was cooled to −78° C. and a 1.4M solution of n-butyllithium in hexanes (19 mL, 0.0266 mol) was added dropwise keeping the reaction mixture temperature below −75° C. Upon the completion of the addition, N,N,N′,N′,N″-pentamethyldiethylenetriamine was added dropwise and the stirring at −78° C. was continued under an atmosphere of nitrogen for an additional 2 hours. N,N-dimethylformamide (3.89 g, 0.0532 mol) was added ... Starting materials: [Cl-].[Cl-].[CH-]1C=CC=C1.[CH-]1C=CC=C1.[Ti+2] (titanocene dichloride), C1(CCCCC1)N=CC(=CC1=CC=CC=C1)C (1-cyclohexyl-3-methyl-4-phenyl-1-aza-buta-1,3-diene), [Mg] (magnesium). Run in C1CCOC1 (THF). The product is C1(C=CC=C1)[Ti]1(N(C=C(C1C1=CC=CC=C1)C)C1CCCCC1)C1C=CC=C1 (2,2-bis(cyclopentadienyl)-1-cyclohexyl-4-methyl-3-phenyl-1-aza-2-titana-cyclopent-4-ene). Yield: 65.2%. Reaction SMILES: [Cl-].[Cl-].[CH-:3]1[CH:7]=[CH:6][CH:5]=[CH:4]1.[CH-:8]1[CH:12]=[CH:11][CH:10]=[CH:9]1.[Ti+2:13].[CH:14]1([N:20]=[CH:21][C:22]([CH3:30])=[CH:23][C:24]2[CH:29]=[CH:28][CH:27]=[CH:26][CH:25]=2)[CH2:19][CH2:18][CH2:17][CH2:16][CH2:15]1.[Mg]>C1COCC1>[CH:3]1([Ti:13]2([CH:8]3[CH:12]=[CH:11][CH:10]=[CH:9]3)[CH:23]([C:24]3[CH:25]=[CH:26][CH:27]=[CH:28][CH:29]=3)[C:22]([CH3:30])=[CH:21][N:20]2[CH:14]2[CH2:19][CH2:18][CH2:17][CH2:16][CH2:15]2)[CH:7]=[CH:6][CH:5]=[CH:4]1 |f:0.1.2.3.4|. Procedure details: To a solution of 5.00 g (20.08 mmol) titanocene dichloride in 100 ml THF were added 4.57 g (20.08 mmol) 1-cyclohexyl-3-methyl-4-phenyl-1-aza-buta-1,3-diene and 0.83 g magnesium and the mixture was stirred at room temperature until the metal was fully reacted. The solvent was then removed to dryness in vacuo and the residue was extracted with 50 ml diethyl ether. 5.31 g 2,2-bis(cyclopentadienyl)-1-cyclohexyl-4-methyl-3-phenyl-1-aza-2-titana-cyclopent-4-ene were isolated from the diethyl ether ext...